Dataset: the Open Reaction Database (ORD), a public repository of structured organic reaction records. Task: describe an organic reaction: reactants, conditions, products, and yield Reactants: C[C@@H]1C[C@@H]([C@@H]2[C@H](C[C@H]([C@@](O2)(C(=O)C(=O)N3CCCC[C@H]3C(=O)O[C@@H]([C@@H]([C@H](CC(=O)[C@@H](/C=C(/C1)\C)CC=C)O)C)/C(=C/[C@@H]4CC[C@H]([C@@H](C4)OC)O)/C)O)C)OC)OC (FR-900506), IC1=CC=C(C=C1)S(=O)(=O)Cl (p-iodobenzenesulfonyl chloride). The solvent is C(C)(=O)OCC (ethyl acetate), N1=CC=CC=C1 (pyridine). Reaction conditions: time 36 hour. Product: C(C=C)C1C(CC(C(C(OC(C2CCCCN2C(C(C2(C(CC(C(C(CC(CC(=C1)C)C)OC)O2)OC)C)O)=O)=O)=O)C(=CC2CC(C(CC2)OS(=O)(=O)C2=CC=C(C=C2)I)OC)C)C)O)=O (17-allyl-1,14-dihydroxy-12-[2-[4-(p-iodobenzenesulfonyloxy)-3-methoxycyclohexyl]-1methylvinyl]-23,25-dimethoxy-13,19,21,27-tetramethyl-11,28dioxa-4azatricyclo[22.3.1.04,9 ]octacos-18-ene-2,3,10,16tetraone), 17-allyl-1-hydroxy-12-[2-[4-(p-iodobenzenesulfonyloxy)-3-methoxycyclohexyl]-1-methylvinyl]-23,25-dimethoxy-13,19,21,27-tetramethyl. As a reaction SMILES: [CH3:1][C@H:2]1[CH2:33][C:32]([CH3:34])=[CH:31][C@@H:30]([CH2:35][CH:36]=[CH2:37])[C:28](=[O:29])[CH2:27][C@H:26]([OH:38])[C@@H:25]([CH3:39])[C@@H:24](/[C:40](/[CH3:51])=[CH:41]/[C@H:42]2[CH2:47][C@@H:46]([O:48][CH3:49])[C@H:45]([OH:50])[CH2:44][CH2:43]2)[O:23][C:21](=[O:22])[C@H:20]2[N:15]([CH2:16][CH2:17][CH2:18][CH2:19]2)[C:13](=[O:14])[C:11](=[O:12])[C@:9]2([OH:52])[O:10][C@@H:5]([C@@H:6]([O:54][CH3:55])[CH2:7][C@H:8]2[CH3:53])[C@@H:4]([O:56][CH3:57])[CH2:3]1.[I:58][C:59]1[CH:64]=[CH:63][C:62]([S:65](Cl)(=[O:67])=[O:66])=[CH:61][CH:60]=1>N1C=CC=CC=1.C(OCC)(=O)C>[CH2:35]([CH:30]1[CH:31]=[C:32]([CH3:34])[CH2:33][CH:2]([CH3:1])[CH2:3][CH:4]([O:56][CH3:57])[CH:5]2[O:10][C:9]([OH:52])([CH:8]([CH3:53])[CH2:7][CH:6]2[O:54][CH3:55])[C:11](=[O:12])[C:13](=[O:14])[N:15]2[CH:20]([CH2:19][CH2:18][CH2:17][CH2:16]2)[C:21](=[O:22])[O:23][CH:24]([C:40]([CH3:51])=[CH:41][CH:42]2[CH2:43][CH2:44][CH:45]([O:50][S:65]([C:62]3[CH:63]=[CH:64][C:59]([I:58])=[CH:60][CH:61]=3)(=[O:67])=[O:66])[CH:46]([O:48][CH3:49])[CH2:47]2)[CH:25]([CH3:39])[CH:26]([OH:38])[CH2:27][C:28]1=[O:29])[CH:36]=[CH2:37]. Reported procedure: To a solution of the FR-900506 substance (100.7 mg) in pyridine (3 ml) was added p-iodobenzenesulfonyl chloride (500 mg), and the mixture was stirred at room temperature for 36 hours. The solution was diluted with ethyl acetate and washed with a saturated aqueous sodium hydrogen carbonate, water and an aqueous sodium chloride. The organic layer was dried over sodium sulfate, filtered and concentrated under reduced pressure. The residue was chromatographed on silica gel (developing solvent: dieth... Starting materials: [H-].[H-].[H-].[H-].[Li+].[Al+3] (LiAlH4), BrC1=CC=C(C(=O)O)C=C1C (4-bromo-5-methylbenzoic acid), O (H2O). Run in C1CCOC1 (THF). Conditions: time 15 minute. Yields the product BrC1=CC=C(CO)C=C1C (4-Bromo-5-methylbenzylalcohol). Yield: 100.0%. Reaction SMILES: [H-].[H-].[H-].[H-].[Li+].[Al+3].[Br:7][C:8]1[C:16]([CH3:17])=[CH:15][C:11]([C:12](O)=[O:13])=[CH:10][CH:9]=1.O>C1COCC1>[Br:7][C:8]1[C:16]([CH3:17])=[CH:15][C:11]([CH2:12][OH:13])=[CH:10][CH:9]=1 |f:0.1.2.3.4.5|. Procedure: LiAlH4 (1.75 g, 46 mmol) was added in portions to a stirred solution of 4-bromo-5-methylbenzoic acid (10 g, 46 mmol) in THF (100 mL) at 0° C. After 15 min, H2O (50 mL) was added drop wise to the reaction which was then extracted with EtAOc (100 mL×3). The combined organic layers were washed with brine (200 mL×2), dried (Na2SO4), and concentrated under reduced pressure to yield compound 2 as a light yellow syrup (9.25 g, 46 mmol, 100% yield). 1H NMR, (400 MHz, CDCl3): δ 7.52 (d, J=8.2 Hz, 1H), 7.... The reactants are FC1=C(C=CC(=C1)O)N1N=C(N(C1=O)C(F)F)C (1-(2-fluoro-4-hydroxyphenyl)-4-difluoromethyl-4,5-dihydro-3-methyl-1,2,4-triazol-5(1H)-one), C([O-])([O-])=O.[K+].[K+] (potassium carbonate), ClCC1=C(OC(C(=O)OC)C)C=C(C=C1)C (methyl 2-(2-chloromethyl-5-methylphenoxy)propionate). Run in CN(C=O)C (N,N-dimethylformamide). Reaction conditions: temperature 90 celsius. The product is FC(N1C(=NN(C1=O)C1=C(C=C(OCC2=C(OC(C(=O)OC)C)C=C(C=C2)C)C=C1)F)C)F (Methyl 2-[2-[4-(4-difluoromethyl-4,5-dihydro-3-methyl-1,2,4-triazol-5(1H)-on-1-yl)-3-fluorophenoxymethyl]-5-methylphenoxy]propionate). RXN SMILES: [F:1][C:2]1[CH:7]=[C:6]([OH:8])[CH:5]=[CH:4][C:3]=1[N:9]1[C:13](=[O:14])[N:12]([CH:15]([F:17])[F:16])[C:11]([CH3:18])=[N:10]1.C(=O)([O-])[O-].[K+].[K+].Cl[CH2:26][C:27]1[CH:39]=[CH:38][C:37]([CH3:40])=[CH:36][C:28]=1[O:29][CH:30]([CH3:35])[C:31]([O:33][CH3:34])=[O:32]>CN(C)C=O>[F:16][CH:15]([F:17])[N:12]1[C:13](=[O:14])[N:9]([C:3]2[CH:4]=[CH:5][C:6]([O:8][CH2:26][C:27]3[CH:39]=[CH:38][C:37]([CH3:40])=[CH:36][C:28]=3[O:29][CH:30]([CH3:35])[C:31]([O:33][CH3:34])=[O:32])=[CH:7][C:2]=2[F:1])[N:10]=[C:11]1[CH3:18] |f:1.2.3|. Procedure: A mixture of 0.50 g (0.0019 mole) of 1-(2-fluoro-4-hydroxyphenyl)-4-difluoromethyl-4,5-dihydro-3-methyl-1,2,4-triazol-5(1H)-one, 0.39 g (0.0028 mole) of anhydrous potassium carbonate, and 0.92 g (0.0038 mole) of methyl 2-(2-chloromethyl-5-methylphenoxy)propionate in 20 mL of N,N-dimethylformamide was heated at 90° C. for approximately 17 hours. At the end of this period the mixture was poured over ice, and the resulting mixture was extracted with ethyl acetate. The extract was washed with water,... Starting materials: C(CCC)C=1NC2=CC=C(C=C2C(N1)=O)C#C (2-butyl-6-ethynyl-4(1H)-quinazolinone), mercuric sulfate, O (water), S(O)(O)(=O)=O (sulfuric acid). Run in C(C)(=O)O (acetic acid). Product: C(C)(=O)C=1C=C2C(N=C(NC2=CC1)CCCC)=O (6-Acetyl-2-butyl-4(1H)-quinazolinone). RXN SMILES: [CH2:1]([C:5]1[NH:6][C:7]2[C:12]([C:13](=[O:15])[N:14]=1)=[CH:11][C:10]([C:16]#[CH:17])=[CH:9][CH:8]=2)[CH2:2][CH2:3][CH3:4].O.S(=O)(=O)(O)[OH:20]>C(O)(=O)C>[C:16]([C:10]1[CH:11]=[C:12]2[C:7](=[CH:8][CH:9]=1)[NH:6][C:5]([CH2:1][CH2:2][CH2:3][CH3:4])=[N:14][C:13]2=[O:15])(=[O:20])[CH3:17]. Reported procedure: To a solution of 1.20 g of 2-butyl-6-ethynyl-4(1H)-quinazolinone in 90 ml of acetic acid is added 0.45 g of mercuric sulfate, 0.9 ml of water and 0.3 ml of sulfuric acid. The reaction mixture is heated at reflux for 5 hours, cooled to room temperature and quenched with 150 ml of water. The resulting mixture is concentrated in vacuo, diluted with 150 ml of water and extracted with 6:1 chloroform-methanol. The combined organics are dried over magnesium sulfate, filtered and concentrated in vacuo. ... Reactants: C(CCCCCCC)=O (n-octanal), C=O (formaldehyde), C(CCC)NCCCC (dibutyl amine), C(CCCCCCCCC)(=O)O (decanoic acid), C(CCCCCCC)=O (n-octanal), raw mixture. Conditions: temperature 95 celsius. Yields the product C=C(C=O)CCCCCC (a-methylene octanal). Yield: 1636.4%. RXN SMILES: [CH:1](=[O:9])[CH2:2][CH2:3][CH2:4][CH2:5][CH2:6][CH2:7][CH3:8].C=O.[CH2:12](NCCCC)CCC.C(O)(=O)CCCCCCCCC>>[CH2:12]=[C:2]([CH2:3][CH2:4][CH2:5][CH2:6][CH2:7][CH3:8])[CH:1]=[O:9]. Procedure: A 2 L four-necked flask equipped with a stirrer, a thermometer and a reflux condenser was charged with 762 g (6.0 mol) of n-octanal, 520 g (6.4 mol) of a 37% by mass formaldehyde aqueous solution, 15 g (0.33 mol) of dibutyl amine and 10 g (0.06 mol) of decanoic acid, and the contents in the flask were stirred while heating at 95° C. After the elapse of 45 min, it was confirmed that no n-octanal was present in the raw mixture, and then the mixture was cooled and separated into two layers. The thu...